Dataset: the Open Reaction Database (ORD), a public repository of structured organic reaction records. Task: describe an organic reaction: reactants, conditions, products, and yield The reactants are NCC(=O)N1C(SC[C@H]1C(=O)OC(C)(C)C)CCCC (tert-butyl (4R)-3-(2-aminoacetyl)-2-butyl-4-thiazolidinecarboxylate), CC=1C=C(C=CC1)N=C=O (3-methylphenyl isocyanate). Product: CC=1C=C(C=CC1)NC(NCC(=O)N1C(SC[C@H]1C(=O)OC(C)(C)C)CCCC)=O (tert-butyl (4R)-3-{2-[3-(3-methylphenyl)-ureido]acetyl}-2-butyl-4-thiazolidinecarboxylate). Yield: 46.3%. RXN SMILES: [NH2:1][CH2:2][C:3]([N:5]1[C@H:9]([C:10]([O:12][C:13]([CH3:16])([CH3:15])[CH3:14])=[O:11])[CH2:8][S:7][CH:6]1[CH2:17][CH2:18][CH2:19][CH3:20])=[O:4].[CH3:21][C:22]1[CH:23]=[C:24]([N:28]=[C:29]=[O:30])[CH:25]=[CH:26][CH:27]=1>>[CH3:21][C:22]1[CH:23]=[C:24]([NH:28][C:29](=[O:30])[NH:1][CH2:2][C:3]([N:5]2[C@H:9]([C:10]([O:12][C:13]([CH3:14])([CH3:15])[CH3:16])=[O:11])[CH2:8][S:7][CH:6]2[CH2:17][CH2:18][CH2:19][CH3:20])=[O:4])[CH:25]=[CH:26][CH:27]=1. Reported procedure: The procedure is similar to that described in Example 1A, but starting with 1.2 g of tert-butyl (4R)-3-(2-aminoacetyl)-2-butyl-4-thiazolidinecarboxylate (isomer A) and 0.53 g of 3-methylphenyl isocyanate. The crude product is purified by chromatography on silica [eluent: diisopropyl ether/ethyl acetate (95:5 by volume)]. The fractions containing the expected product are pooled and concentrated to dryness under reduced pressure at 40° C. 0.8 g of tert-butyl (4R)-3-{2-[3-(3-methylphenyl)-ureido]ac... Reactants: CC(=O)Nc1cncc(Br)c1, C=C(OCC)[Sn](CCCC)(CCCC)CCCC, [F-], [K+], CN(C)C=O, Cl[Pd]Cl, c1ccc(P(c2ccccc2)c2ccccc2)cc1, c1ccc(P(c2ccccc2)c2ccccc2)cc1. Product: C=C(OCC)c1cncc(NC(C)=O)c1. RXN SMILES: [Br:1][c:2]1[cH:3][c:4]([NH:8][C:9]([CH3:10])=[O:11])[cH:5][n:6][cH:7]1.[CH2:12]([Sn:13]([CH2:14][CH2:15][CH2:16][CH3:22])([C:17](=[CH2:18])[O:19][CH2:20][CH3:21])[CH2:23][CH2:24][CH2:25][CH3:26])[CH2:27][CH2:28][CH3:29].[F-:35].[K+:36].[O:30]=[CH:31][N:32]([CH3:33])[CH3:34].[Pd:37]([Cl:38])[Cl:39].[c:40]1([P:41]([c:42]2[cH:43][cH:44][cH:45][cH:46][cH:47]2)[c:48]2[cH:49][cH:50][cH:51][cH:52][cH:53]2)[cH:54][cH:55][cH:56][cH:57][cH:58]1.[c:59]1([P:60]([c:61]2[cH:62][cH:63][cH:64][cH:65][cH:66]2)[c:67]2[cH:68][cH:69][cH:70][cH:71][cH:72]2)[cH:73][cH:74][cH:75][cH:76][cH:77]1>>[c:2]1([C:17](=[CH2:18])[O:19][CH2:20][CH3:21])[cH:3][c:4]([NH:8][C:9]([CH3:10])=[O:11])[cH:5][n:6][cH:7]1. Starting materials: O=C(n1ccnc1)n1ccnc1, CCOC(C)=O, CN(CCN)CCC(c1ccc(Cl)cc1)c1ccccn1, NCCCOc1cccc(CN2CCCCC2)c1. Product: CN(CCNC(=O)NCCCOc1cccc(CN2CCCCC2)c1)CCC(c1ccc(Cl)cc1)c1ccccn1. RXN SMILES: [C:22](=[O:23])([n:24]1[cH:25][cH:26][n:27][cH:28]1)[n:29]1[cH:30][cH:31][n:32][cH:33]1.[CH3:52][CH2:53][O:54][C:55](=[O:56])[CH3:57].[Cl:1][c:2]1[cH:3][cH:4][c:5]([CH:8]([CH2:9][CH2:10][N:11]([CH2:12][CH2:13][NH2:14])[CH3:15])[c:16]2[n:17][cH:18][cH:19][cH:20][cH:21]2)[cH:6][cH:7]1.[N:34]1([CH2:40][c:41]2[cH:42][c:43]([O:44][CH2:45][CH2:46][CH2:47][NH2:48])[cH:49][cH:50][cH:51]2)[CH2:35][CH2:36][CH2:37][CH2:38][CH2:39]1>>[Cl:1][c:2]1[cH:3][cH:4][c:5]([CH:8]([CH2:9][CH2:10][N:11]([CH2:12][CH2:13][NH:14][C:22](=[O:23])[NH:48][CH2:47][CH2:46][CH2:45][O:44][c:43]2[cH:42][c:41]([CH2:40][N:34]3[CH2:35][CH2:36][CH2:37][CH2:38][CH2:39]3)[cH:51][cH:50][cH:49]2)[CH3:15])[c:16]2[n:17][cH:18][cH:19][cH:20][cH:21]2)[cH:6][cH:7]1. The reactants are N#Cc1ccc(Br)cc1[N+](=O)[O-], Cl, [Na+], [OH-]. Product: N#Cc1ccc(Br)cc1N. As a reaction SMILES: [Br:1][c:2]1[cH:3][c:4]([N+:10]([O-:11])=[O:12])[c:5]([C:6]#[N:7])[cH:8][cH:9]1.[ClH:15].[Na+:14].[OH-:13]>>[Br:1][c:2]1[cH:3][c:4]([NH2:10])[c:5]([C:6]#[N:7])[cH:8][cH:9]1. Starting materials: C(C)N1C=C(C(C2=CC(=C(C(=C12)F)F)F)=O)C(=O)O (1-ethyl-6,7,8-trifluoro-1,4-dihydro-4- oxoquinoline-3-carboxylic acid), Cl.COC(=O)C=1C=C2CNCC2=CC1 (5-methoxycarbonylisoindoline hydrochloride), C1CCC2=NCCCN2CC1 (DBU). Run in CN(C)C=O (DMF). The product is COC(=O)C=1C=C2CN(CC2=CC1)C1=C(C=C2C(C(=CN(C2=C1F)CC)C(=O)O)=O)F (7-(5-methoxycarbonyl-2-isoindolinyl)-1-ethyl-6,8-difluoro-1,4-dihydro-4-oxoquinoline-3-carboxylic acid). The yield is 28.5%. Reaction SMILES: [CH2:1]([N:3]1[C:12]2[C:7](=[CH:8][C:9]([F:15])=[C:10](F)[C:11]=2[F:13])[C:6](=[O:16])[C:5]([C:17]([OH:19])=[O:18])=[CH:4]1)[CH3:2].Cl.[CH3:21][O:22][C:23]([C:25]1[CH:26]=[C:27]2[C:31](=[CH:32][CH:33]=1)[CH2:30][NH:29][CH2:28]2)=[O:24].C1CCN2C(=NCCC2)CC1>CN(C=O)C>[CH3:21][O:22][C:23]([C:25]1[CH:26]=[C:27]2[C:31](=[CH:32][CH:33]=1)[CH2:30][N:29]([C:10]1[C:11]([F:13])=[C:12]3[C:7]([C:6](=[O:16])[C:5]([C:17]([OH:19])=[O:18])=[CH:4][N:3]3[CH2:1][CH3:2])=[CH:8][C:9]=1[F:15])[CH2:28]2)=[O:24] |f:1.2|. Reported procedure: 271 mg of 1-ethyl-6,7,8-trifluoro-1,4-dihydro-4- oxoquinoline-3-carboxylic acid, 217 mg of 5-methoxycarbonylisoindoline hydrochloride, 457 mg of DBU, and 3ml of anhydrous DMF were processed in the same manner as in Example 20 to produce 122 mg of the target compound. Starting materials: C=1C=CC2=C(C1)C=CC(=C2C3=C4C=CC=CC4=CC=C3O)O (BINOL), N (ammonia), S(=O)([O-])[O-].[NH4+].[NH4+] (ammonium sulfite), S(=O)([O-])[O-].[NH4+].[NH4+] (ammonium sulfite). Run at temperature 200 celsius. Yields the product C1=CC=C2C(=C1)C=CC(=C2C3=C(C=CC4=CC=CC=C43)O)N (NOBIN), C1=CC=C2C(=C1)C=CC(=C2C3=C(C=CC4=CC=CC=C43)N)N (BINAM). RXN SMILES: [NH3:1].S([O-])([O-])=O.[NH4+:6].[NH4+].[CH:8]1[CH:9]=[CH:10][C:11]2[C:17]([C:18]3[C:27](O)=[CH:26][CH:25]=[C:24]4[C:19]=3[CH:20]=[CH:21][CH:22]=[CH:23]4)=[C:16]([OH:29])[CH:15]=[CH:14][C:12]=2[CH:13]=1>>[CH:22]1[CH:23]=[C:24]2[CH:25]=[CH:26][C:27]([NH2:1])=[C:18]([C:17]3[C:11]4[C:12](=[CH:13][CH:8]=[CH:9][CH:10]=4)[CH:14]=[CH:15][C:16]=3[OH:29])[C:19]2=[CH:20][CH:21]=1.[CH:22]1[CH:23]=[C:24]2[CH:25]=[CH:26][C:27]([NH2:6])=[C:18]([C:17]3[C:11]4[C:12](=[CH:13][CH:8]=[CH:9][CH:10]=4)[CH:14]=[CH:15][C:16]=3[NH2:1])[C:19]2=[CH:20][CH:21]=1 |f:1.2.3|. Procedure: Although it is reported that 2-naphthylamine can be obtained in high yield when 2-naphthol was heated to 150° C. in the presence of concentrated aqueous ammonia and ammonium sulfite for 8 hours, no reaction was observed when the same conditions were subjected to BINOL. When the temperature was increased to 200° C. and more ammonium sulfite was employed, NOBIN was exclusively formed without detectable amounts of BINAM. Thus, by extending the reaction time to 5 days and increasing the amount of am... The reactants are CCC(=O)c1ccc(OC)cc1, CC(=O)[O-], CO, Cl, NO, [Na+], O. The product is CCC(=NO)c1ccc(OC)cc1. Reaction SMILES: [CH3:11][O:12][c:13]1[cH:14][cH:15][c:16]([C:19]([CH2:20][CH3:21])=[O:22])[cH:17][cH:18]1.[CH3:5][C:6](=[O:7])[O-:8].[CH3:9][OH:10].[ClH:1].[NH2:2][OH:3].[Na+:4].[OH2:23]>>[N:2]([OH:3])=[C:19]([c:16]1[cH:15][cH:14][c:13]([O:12][CH3:11])[cH:18][cH:17]1)[CH2:20][CH3:21]. As a reaction SMILES: [ClH:1].Cl.[NH2:3][C@@H:4]([CH2:10][CH:11]1[CH2:16][CH2:15][CH2:14][CH2:13][CH2:12]1)[CH:5]([OH:9])[C:6]([OH:8])=[O:7].[CH:17]1(O)[CH2:21][CH2:20][CH2:19][CH2:18]1>>[ClH:1].[CH:17]1([O:7][C:6](=[O:8])[CH:5]([OH:9])[C@@H:4]([NH2:3])[CH2:10][CH:11]2[CH2:16][CH2:15][CH2:14][CH2:13][CH2:12]2)[CH2:21][CH2:20][CH2:19][CH2:18]1 |f:1.2,4.5|. The product is Cl.C1(CCCC1)OC(C([C@H](CC1CCCCC1)N)O)=O ((2RS, 3S)-3-amino-4-cyclohexyl-2hydroxybutyric acid cyclopentyl ester hydrochloride). Reactants: Cl (Hydrogen chloride), Cl.N[C@H](C(C(=O)O)O)CC1CCCCC1 ((2RS, 3S)-3-amino-4-cyclohexyl-2-hydroxybutyric acid hydrochloride), C1(CCCC1)O (cyclopentyl alcohol). Procedure details: Hydrogen chloride was passed into a solution of 300 mg of (2RS, 3S)-3-amino-4-cyclohexyl-2-hydroxybutyric acid hydrochloride, which was prepared in Reference Example 2, in 5 ml of cyclopentyl alcohol with stirring under ice-cooling, and then the mixture was heated at 90° C. for 5 hours. The reaction mixture was evaporated under reduced pressure, and the residue was purified by silica gel column chromatography (eluent: chloroform/methanol=15/1 by volume). The eluate was acidified by adding hydroc... Run at temperature 90 celsius. Reactants: Cc1nc(-c2ccccc2-c2nc3cc(Br)ccc3n2C(C)(C)C)n[nH]1, CI, CCOC(C)=O, [K+], [K+], O=C([O-])[O-], CN(C)C=O. Yields the product Cc1nc(-c2ccccc2-c2nc3cc(Br)ccc3n2C(C)(C)C)nn1C. Reaction SMILES: [Br:1][c:2]1[cH:3][c:4]2[c:5]([n:6]([C:21]([CH3:22])([CH3:23])[CH3:24])[c:7](-[c:9]3[c:10](-[c:15]4[n:16][nH:17][c:18]([CH3:20])[n:19]4)[cH:11][cH:12][cH:13][cH:14]3)[n:8]2)[cH:25][cH:26]1.[CH3:27][I:28].[CH3:40][CH2:41][O:42][C:43]([CH3:44])=[O:45].[K+:29].[K+:30].[O-:31][C:32]([O-:33])=[O:34].[O:35]=[CH:36][N:37]([CH3:38])[CH3:39]>>[Br:1][c:2]1[cH:3][c:4]2[c:5]([n:6]([C:21]([CH3:22])([CH3:23])[CH3:24])[c:7](-[c:9]3[c:10](-[c:15]4[n:16][n:17]([CH3:32])[c:18]([CH3:20])[n:19]4)[cH:11][cH:12][cH:13][cH:14]3)[n:8]2)[cH:25][cH:26]1.